This data is from the Open Reaction Database (ORD), a public repository of structured organic reaction records. The task is: describe an organic reaction: reactants, conditions, products, and yield Reactants: Cl.Cl.C1(=CC=CC=C1)[C@@H]1NCCC[C@@H]1N ((2S,3S)-2-Phenylpiperidin-3-amine Dihydrochloride), C(C)(=O)N(C)C1(CC1)C=1C=CC(=C(C=O)C1)OC (5-(1-(N-Acetyl-N-methylamino)cyclopropyl)-2-methoxybenzaldehyde), C(#N)C1(CC1)C=1C=CC(=C(CN[C@@H]2[C@@H](NCCC2)C2=CC=CC=C2)C1)OC ((2S,3S)-3-(5-(1-Cyanocyclopropyl)-2-methoxybenzyl)amino-2-phenylpiperidine). Product: C(C)(=O)N(C)C1(CC1)C=1C=CC(=C(CN[C@@H]2[C@@H](NCCC2)C2=CC=CC=C2)C1)OC ((2S,3S)-3-(5-(1-(N-Acetyl-N-methylamino)cyclopropyl)-2-methoxybenzyl)amino-2-phenylpiperidine). RXN SMILES: Cl.Cl.[C:3]1([C@H:9]2[C@@H:14]([NH2:15])[CH2:13][CH2:12][CH2:11][NH:10]2)[CH:8]=[CH:7][CH:6]=[CH:5][CH:4]=1.[C:16]([N:19]([C:21]1([C:24]2[CH:25]=[CH:26][C:27]([O:32][CH3:33])=[C:28]([CH:31]=2)[CH:29]=O)[CH2:23][CH2:22]1)[CH3:20])(=[O:18])[CH3:17].C(C1(C2C=CC(OC)=C(C=2)CN[C@H]2CCCN[C@H]2C2C=CC=CC=2)CC1)#N>>[C:16]([N:19]([C:21]1([C:24]2[CH:25]=[CH:26][C:27]([O:32][CH3:33])=[C:28]([CH:31]=2)[CH2:29][NH:15][C@H:14]2[CH2:13][CH2:12][CH2:11][NH:10][C@H:9]2[C:3]2[CH:4]=[CH:5][CH:6]=[CH:7][CH:8]=2)[CH2:23][CH2:22]1)[CH3:20])(=[O:18])[CH3:17] |f:0.1.2|. Procedure details: This compound was prepared from Compound 3 and Compound 10 in the same manner of Compound 4 Starting materials: CN(C(=O)C(F)I)c1ccc(Cl)cc1C(=NO)c1ccccc1, O=S(Cl)Cl, c1ccncc1, c1ccccc1. Product: CN1C(=O)C(F)N=C(c2ccccc2)c2cc(Cl)ccc21. Reaction SMILES: [F:1][CH:2]([C:3](=[O:4])[N:5]([CH3:6])[c:7]1[c:8]([C:9]([c:10]2[cH:11][cH:12][cH:13][cH:14][cH:15]2)=[N:16][OH:23])[cH:18][c:19]([Cl:22])[cH:20][cH:21]1)[I:17].[S:30]([Cl:31])([Cl:32])=[O:33].[cH:24]1[cH:25][cH:26][n:27][cH:28][cH:29]1.[cH:34]1[cH:35][cH:36][cH:37][cH:38][cH:39]1>>[F:1][CH:2]1[C:3](=[O:4])[N:5]([CH3:6])[c:7]2[c:8]([cH:18][c:19]([Cl:22])[cH:20][cH:21]2)[C:9]([c:10]2[cH:11][cH:12][cH:13][cH:14][cH:15]2)=[N:16]1. Starting materials: O[C@H]1[C@@H]([C@H](NC=2C=3N(C=CC12)C(=C(N3)COC)C)C3=CC=CC=C3)O ((7R,8R,9R)-7,8-dihydroxy-2-methoxymethyl-3-methyl-9-phenyl-7,8,9,10-tetrahydroimidazo[1,2-h][1,7]naphthyridine), ClCCl (dichloromethane), CS(=O)(=O)O (methane sulfonic acid). Solvent: COCCO (2-methoxyethanol). Run at temperature 55 celsius. The product is O[C@@H]1[C@H](NC=2C=3N(C=CC2[C@@H]1OCCOC)C(=C(N3)COC)C)C3=CC=CC=C3 ((7S,8R,9R)-8-hydroxy-7-(2-methoxyethoxy)-2-methoxymethyl-3-methyl-9-phenyl-7,8,9,10-tetrahydroimidazo[1,2-h][1,7]naphthyridine), O[C@@H]1[C@H](NC=2C=3N(C=CC2[C@H]1OCCOC)C(=C(N3)COC)C)C3=CC=CC=C3 ((7R,8R,9R)-8-hydroxy-7-(2-methoxyethoxy)-2-methoxymethyl-3-methyl-9-phenyl-7,8,9,10-tetrahydroimidazo[1,2-h][1,7]naphthyridine). Yield: 17.0%. RXN SMILES: [OH:1][C@@H:2]1[C:11]2[CH:10]=[CH:9][N:8]3[C:12]([CH3:18])=[C:13]([CH2:15][O:16][CH3:17])[N:14]=[C:7]3[C:6]=2[NH:5][C@H:4]([C:19]2[CH:24]=[CH:23][CH:22]=[CH:21][CH:20]=2)[C@H:3]1[OH:25].CS(O)(=O)=O.ClCCl>COCCO>[OH:25][C@H:3]1[C@@H:2]([O:1][CH2:13][CH2:15][O:16][CH3:17])[C:11]2[CH:10]=[CH:9][N:8]3[C:12]([CH3:18])=[C:13]([CH2:15][O:16][CH3:17])[N:14]=[C:7]3[C:6]=2[NH:5][C@@H:4]1[C:19]1[CH:20]=[CH:21][CH:22]=[CH:23][CH:24]=1.[OH:25][C@H:3]1[C@H:2]([O:1][CH2:13][CH2:15][O:16][CH3:17])[C:11]2[CH:10]=[CH:9][N:8]3[C:12]([CH3:18])=[C:13]([CH2:15][O:16][CH3:17])[N:14]=[C:7]3[C:6]=2[NH:5][C@@H:4]1[C:19]1[CH:20]=[CH:21][CH:22]=[CH:23][CH:24]=1. Procedure details: 2.0 g of (7R,8R,9R)-7,8-dihydroxy-2-methoxymethyl-3-methyl-9-phenyl-7,8,9,10-tetrahydroimidazo[1,2-h][1,7]naphthyridine are dissolved in 50 ml 2-methoxyethanol and 1 ml of methane sulfonic acid is slowly added. The reaction is heated at 55° C. for 3 h and subsequently poured onto 80 ml icewater and 100 ml dichloromethane. The organic layer is separated and the aqueous phase extracted three times with dichloromethane. The combined organic phases are dried over anhydrous sodium sulfate and the sol... Starting materials: CC(C)(C)OC(=O)NCCC(=O)Nc1ccc(C#CCCNC(=O)OCc2ccccc2)cc1, COCCOC. The product is CC(C)(C)OC(=O)NCCC(=O)Nc1ccc(CCCCNC(=O)OCc2ccccc2)cc1. As a reaction SMILES: [CH2:1]([c:2]1[cH:3][cH:4][cH:5][cH:6][cH:7]1)[O:8][C:9]([NH:10][CH2:11][CH2:12][C:13]#[C:14][c:15]1[cH:16][cH:17][c:18]([NH:21][C:22]([CH2:23][CH2:24][NH:25][C:26](=[O:27])[O:28][C:29]([CH3:30])([CH3:31])[CH3:32])=[O:33])[cH:19][cH:20]1)=[O:34].[CH3:35][O:36][CH2:37][CH2:38][O:39][CH3:40]>>[CH2:1]([c:2]1[cH:3][cH:4][cH:5][cH:6][cH:7]1)[O:8][C:9]([NH:10][CH2:11][CH2:12][CH2:13][CH2:14][c:15]1[cH:16][cH:17][c:18]([NH:21][C:22]([CH2:23][CH2:24][NH:25][C:26](=[O:27])[O:28][C:29]([CH3:30])([CH3:31])[CH3:32])=[O:33])[cH:19][cH:20]1)=[O:34]. Yields the product COC(=O)C(O)CC(C)C. RXN SMILES: [CH3:22][O-:23].[CH3:26][C:27](=[O:28])[O-:29].[CH3:30][OH:31].[N+:1]([c:2]1[cH:3][cH:4][c:5]([C:6](=[O:7])[O:10][CH:11]([CH2:12][CH:13]([CH3:14])[CH3:15])[C:16](=[O:17])[O:18][CH3:19])[cH:8][cH:9]1)([O-:20])=[O:21].[NH4+:25].[Na+:24]>>[OH:10][CH:11]([CH2:12][CH:13]([CH3:14])[CH3:15])[C:16](=[O:17])[O:18][CH3:19]. Starting materials: C[O-], CC(=O)[O-], CO, COC(=O)C(CC(C)C)OC(=O)c1ccc([N+](=O)[O-])cc1, [NH4+], [Na+]. Starting materials: FC1=CC=C(C=C1)C(OCCN1CCC(CC1)=O)C1=CC=C(C=C1)F (1-[2-bis(4-fluorophenyl)methoxyethyl]-4-piperidone), [Cl-].COC[P+](C1=CC=CC=C1)(C1=CC=CC=C1)C1=CC=CC=C1 (methoxymethyltriphenylphosphonium chloride), C(C)(C)[N-]C(C)C.[Li+] (lithium diisopropylamide). Solvent: O1CCCC1 (tetrahydrofuran), O1CCCC1 (tetrahydrofuran). Run at temperature -10 celsius, time 30 minute. The product is FC1=CC=C(C=C1)C(OCCN1CCC(CC1)=COC)C1=CC=C(C=C1)F (1-[2-Bis(4-fluorophenyl)methoxyethyl]-4-methoxymethylidenepiperidine). RXN SMILES: [Cl-].[CH3:2][O:3][CH2:4][P+](C1C=CC=CC=1)(C1C=CC=CC=1)C1C=CC=CC=1.C([N-]C(C)C)(C)C.[Li+].[F:32][C:33]1[CH:38]=[CH:37][C:36]([CH:39]([C:50]2[CH:55]=[CH:54][C:53]([F:56])=[CH:52][CH:51]=2)[O:40][CH2:41][CH2:42][N:43]2[CH2:48][CH2:47][C:46](=O)[CH2:45][CH2:44]2)=[CH:35][CH:34]=1>O1CCCC1>[F:32][C:33]1[CH:34]=[CH:35][C:36]([CH:39]([C:50]2[CH:51]=[CH:52][C:53]([F:56])=[CH:54][CH:55]=2)[O:40][CH2:41][CH2:42][N:43]2[CH2:48][CH2:47][C:46](=[CH:2][O:3][CH3:4])[CH2:45][CH2:44]2)=[CH:37][CH:38]=1 |f:0.1,2.3|. Reported procedure: Meanwhile, 1.066 g of methoxymethyltriphenylphosphonium chloride was added to 7 ml of tetrahydrofuran, and the mixture was cooled at -10° C. The lithium diisopropylamide solution previously prepared was then added to this mixture, which was then stirred for 30 minutes at -10° C. At the end of this time, 5 ml of a tetrahydrofuran solution containing 1.01 g of 1-[2-bis(4-fluorophenyl)methoxyethyl]-4-piperidone (prepared as described in preparation 6) were dropped into the reaction mixture, at -10°... The reactants are CC(C)(OC(=O)N[C@H]1C(N(CCCC1)C(=O)OC1=CC=CC=C1)=O)C ((3R)-3-[[(1,1-dimethylethoxy)carbonyl]amino]hexahydro-2-oxo-1H-azepine-1-carboxylic acid, phenyl ester), C(=O)(O)[O-].[Na+] (NaHCO3), ClC1=CC=C2C(=CC(=NC2=C1)N)N1CCNCC1 (7-chloro-4-(1-piperazinyl)-2-quinolinamine), C(=O)(C(F)(F)F)O (TFA), ClC(Cl)(OC(OC(Cl)(Cl)Cl)=O)Cl (triphosgene). Yields the product C1(=CC=CC=C1)OC(=O)N1C([C@H](CCCC1)NC(=O)N1CCN(CC1)C1=CC(=NC2=CC(=CC=C12)Cl)N)=O ((3S)-3-[[[4-(2-Amino-7-chloro-4-quinolinyl)-1-piperazinyl]carbonyl]amino]hexahydro-2-oxo-1H-azepine-1-carboxylic Acid Phenyl Ester). As a reaction SMILES: CC(C)(O[C:5]([NH:7][C@@H:8]1[CH2:14][CH2:13][CH2:12][CH2:11][N:10]([C:15]([O:17][C:18]2[CH:23]=[CH:22][CH:21]=[CH:20][CH:19]=2)=[O:16])[C:9]1=[O:24])=[O:6])C.C(O)(C(F)(F)F)=O.ClC(Cl)(OC(=O)OC(Cl)(Cl)Cl)Cl.C([O-])(O)=O.[Na+].[Cl:50][C:51]1[CH:60]=[C:59]2[C:54]([C:55]([N:62]3[CH2:67][CH2:66][NH:65][CH2:64][CH2:63]3)=[CH:56][C:57]([NH2:61])=[N:58]2)=[CH:53][CH:52]=1>>[C:18]1([O:17][C:15]([N:10]2[CH2:11][CH2:12][CH2:13][CH2:14][C@H:8]([NH:7][C:5]([N:65]3[CH2:66][CH2:67][N:62]([C:55]4[C:54]5[C:59](=[CH:60][C:51]([Cl:50])=[CH:52][CH:53]=5)[N:58]=[C:57]([NH2:61])[CH:56]=4)[CH2:63][CH2:64]3)=[O:6])[C:9]2=[O:24])=[O:16])[CH:19]=[CH:20][CH:21]=[CH:22][CH:23]=1 |f:3.4|. Procedure details: As described for example 213, (3R)-3-[[(1,1-dimethylethoxy)carbonyl]amino]hexahydro-2-oxo-1H-azepine-1-carboxylic acid, phenyl ester, TFA, triphosgene, NaHCO3 (sat.), and 7-chloro-4-(1-piperazinyl)-2-quinolinamine are reacted to afford the product as a light yellow solid. LC-MS: 537 (M++1). 1H NMR (CDCl3,) δ 1.56˜2.08 (m, 5H), 2.16–2.24 (m, 1H), 3.14 (m, 4H), 3.54 (dd, 1H), 3.68 (m, 4H), 4.54 (br.dd, 1H), 4.84 (br.s, 2H), 4.90 (ddd, 1H), 5.80 (d, 1H), 6.15 (s, 1H), 7.16˜7.22 (m, 3H), 7.27 (m, 1H... Starting materials: CC(C(CC#N)=O)C (4-methyl-3-oxopentanenitrile), NN (hydrazine). Solvent: C(C)O (ethyl alcohol). Product: C(C)(C)C1=NNC(=C1)N (3-isopropyl-1H-pyrazol-5-amine). Yield: 69.9%. Reaction SMILES: [CH3:1][CH:2]([CH3:8])[C:3](=O)[CH2:4][C:5]#[N:6].[NH2:9][NH2:10]>C(O)C>[CH:2]([C:3]1[CH:4]=[C:5]([NH2:6])[NH:10][N:9]=1)([CH3:8])[CH3:1]. Procedure details: To a mixture of 4-methyl-3-oxopentanenitrile (0.9 g, 0.008 mole) in ethyl alcohol (5 mL) was added hydrazine (0.25 mL, 0.008 mole). The reaction mixture was refluxed for 1 hour and then cooled to room temperature. The reaction mixture was concentrated and the residue was dissolved in MeOH (2 mL). The crude product was loaded on a sulfuric acid bound resin (AG 50W-X2, hydrogen form, 100-200 mesh, BioRad), washed with MeOH (50 mL), then washed with 2N NH3 in methanol (10 mL). The ammonia washes we...